From a dataset of the Open Reaction Database (ORD), a public repository of structured organic reaction records. describe an organic reaction: reactants, conditions, products, and yield Starting materials: COc1c(CCCCCCBr)ccc(C(C)(C)C)c1OC, O=C([O-])[O-], CC(C)=O, CN(C)C=O, [I-], [K+], [K+], [Na+], CCCc1c(O)ccc(C(=O)OCc2ccccc2)c1O. The product is CCCc1c(OCCCCCCc2ccc(C(C)(C)C)c(OC)c2OC)ccc(C(=O)OCc2ccccc2)c1O. Reaction SMILES: [Br:1][CH2:2][CH2:3][CH2:4][CH2:5][CH2:6][CH2:7][c:8]1[c:9]([O:20][CH3:21])[c:10]([O:18][CH3:19])[c:11]([C:14]([CH3:15])([CH3:16])[CH3:17])[cH:12][cH:13]1.[C:43](=[O:44])([O-:45])[O-:46].[CH3:51][C:52](=[O:53])[CH3:54].[CH3:55][N:56]([CH3:57])[CH:58]=[O:59].[I-:50].[K+:47].[K+:48].[Na+:49].[c:22]1([CH2:28][O:29][C:30]([c:31]2[c:32]([OH:41])[c:33]([CH2:38][CH2:39][CH3:40])[c:34]([OH:37])[cH:35][cH:36]2)=[O:42])[cH:23][cH:24][cH:25][cH:26][cH:27]1>>[CH2:2]([CH2:3][CH2:4][CH2:5][CH2:6][CH2:7][c:8]1[c:9]([O:20][CH3:21])[c:10]([O:18][CH3:19])[c:11]([C:14]([CH3:15])([CH3:16])[CH3:17])[cH:12][cH:13]1)[O:37][c:34]1[c:33]([CH2:38][CH2:39][CH3:40])[c:32]([OH:41])[c:31]([C:30]([O:29][CH2:28][c:22]2[cH:23][cH:24][cH:25][cH:26][cH:27]2)=[O:42])[cH:36][cH:35]1. Reactants: C1(CC1)COC1=C(C=CC(=N1)C(=O)O)N1CCCC1 (6-cyclopropylmethoxy-5-pyrrolidin-1-yl-pyridine-2-carboxylic acid), N1CCSCC1 (thiomorpholine). The product is C1(CC1)COC1=C(C=CC(=N1)C(=O)N1CCSCC1)N1CCCC1 ((6-Cyclopropylmethoxy-5-pyrrolidin-1-yl-pyridin-2-yl)-thiomorpholin-4-yl-methanone). RXN SMILES: [CH:1]1([CH2:4][O:5][C:6]2[N:11]=[C:10]([C:12]([OH:14])=O)[CH:9]=[CH:8][C:7]=2[N:15]2[CH2:19][CH2:18][CH2:17][CH2:16]2)[CH2:3][CH2:2]1.[NH:20]1[CH2:25][CH2:24][S:23][CH2:22][CH2:21]1>>[CH:1]1([CH2:4][O:5][C:6]2[N:11]=[C:10]([C:12]([N:20]3[CH2:25][CH2:24][S:23][CH2:22][CH2:21]3)=[O:14])[CH:9]=[CH:8][C:7]=2[N:15]2[CH2:19][CH2:18][CH2:17][CH2:16]2)[CH2:2][CH2:3]1. Procedure: The title compound was synthesized in analogy to Example 1, using 6-cyclopropylmethoxy-5-pyrrolidin-1-yl-pyridine-2-carboxylic acid (Example 14 a) and thiomorpholine (CAN 123-90-0) as starting materials, MS (LC/MS): 348.1 [M+H]+.